Dataset: the Open Reaction Database (ORD), a public repository of structured organic reaction records. Task: describe an organic reaction: reactants, conditions, products, and yield The reactants are C(C=C)OC([C@@H](NC(=O)OC(C)(C)C)CO)=O (N-tert-butoxycarbonyl-L-serine allyl ester), C(=O)(C(F)(F)F)O.C(Cl)Cl (TFA CH2Cl2). The yield is 100.0%. Run at temperature 0 celsius, time 30 minute. Product: C(C=C)OC([C@@H](N)CO)=O (L-serine allyl ester). The solvent is CCOCC (ether). Reaction SMILES: [CH2:1]([O:4][C:5](=[O:17])[C@H:6]([CH2:15][OH:16])[NH:7]C(OC(C)(C)C)=O)[CH:2]=[CH2:3].C(O)(C(F)(F)F)=O.C(Cl)Cl>CCOCC>[CH2:1]([O:4][C:5](=[O:17])[C@H:6]([CH2:15][OH:16])[NH2:7])[CH:2]=[CH2:3] |f:1.2|. Reported procedure: N-tert-butoxycarbonyl-L-serine allyl ester (27.2 g) was placed in a 500 ml r. b. flask and cooled to 0° C. To this yellow oil, 50% TFA/CH2Cl2 (100 ml) was added under positive N2 pressure. The reaction mixture was stirred at 0° C. (30 min), warmed to room temperature, and stirred for 2 h. TFA and CH2Cl2 were removed by rotoevaporation to yield a yellow oil. The yellow oil was dissolved in ether (200 ml). After 3 h at 4° C., the product completely precipitated. The precipitated product was collec... Reactants: [F-].C(CCC)[N+](CCCC)(CCCC)CCCC (Tetrabutylammonium fluoride), O1CCCC1 (tetrahydrofuran), [Si](C)(C)(C(C)(C)C)OCC1=NC=C(C(=C1C)OC)F (2-({[tert-butyl(dimethyl)silyl]oxy}methyl)-5-fluoro-4-methoxy-3-methylpyridine). Run in ClCCl (dichloromethane). Run at time 1 hour. Yields the product FC=1C(=C(C(=NC1)CO)C)OC ((5-Fluoro-4-methoxy-3-methylpyridin-2-yl)methanol). The yield is 70.9%. As a reaction SMILES: [F-].C([N+](CCCC)(CCCC)CCCC)CCC.O1CCCC1.[Si]([O:31][CH2:32][C:33]1[C:38]([CH3:39])=[C:37]([O:40][CH3:41])[C:36]([F:42])=[CH:35][N:34]=1)(C(C)(C)C)(C)C>ClCCl>[F:42][C:36]1[C:37]([O:40][CH3:41])=[C:38]([CH3:39])[C:33]([CH2:32][OH:31])=[N:34][CH:35]=1 |f:0.1|. Reported procedure: Tetrabutylammonium fluoride (1 M solution, 1.49 ml) was added to a tetrahydrofuran (10 ml) solution of the above 2-({[tert-butyl(dimethyl)silyl]oxy}methyl)-5-fluoro-4-methoxy-3-methylpyridine (353 mg) under cooling in an ice bath, and the resulting mixture was stirred at room temperature for 1 hour. The reaction solution was diluted with dichloromethane, and was then washed with water. The organic layer was dried over anhydrous sodium sulfate, and the filtrate was then concentrated. The residue ... Starting materials: C(C)(=O)N1[C@@H]([C@H](C(C=2C=CN3C(C12)=NC(=C3C)C)=O)O)C3=CC=CC=C3 ((8R,9R)-10-acetyl-8-hydroxy-2,3-dimethyl-9-phenyl-7,8,9,10-tetrahydroimidazo[1,2-h][1,7]naphthyridin-7-one), [BH4-].[Na+] (sodium borohydride). Run in CO (methanol). Conditions: time 10 minute. The product is C(C)(=O)N1[C@@H]([C@H]([C@@H](C=2C=CN3C(C12)=NC(=C3C)C)O)O)C3=CC=CC=C3 ((7R,8R,9R)-10-Acetyl-7,8-dihydroxy-2,3-dimethyl-9-phenyl-7,8,9,10-tetrahydroimidazo[1,2-h][1,7]naphthyridine). Isolated yield 75.9%. As a reaction SMILES: [C:1]([N:4]1[C:13]2[C:12]3=[N:14][C:15]([CH3:18])=[C:16]([CH3:17])[N:11]3[CH:10]=[CH:9][C:8]=2[C:7](=[O:19])[C@H:6]([OH:20])[C@H:5]1[C:21]1[CH:26]=[CH:25][CH:24]=[CH:23][CH:22]=1)(=[O:3])[CH3:2].[BH4-].[Na+]>CO>[C:1]([N:4]1[C:13]2[C:12]3=[N:14][C:15]([CH3:18])=[C:16]([CH3:17])[N:11]3[CH:10]=[CH:9][C:8]=2[C@@H:7]([OH:19])[C@H:6]([OH:20])[C@H:5]1[C:21]1[CH:26]=[CH:25][CH:24]=[CH:23][CH:22]=1)(=[O:3])[CH3:2] |f:1.2|. Reported procedure: 0.2 g (0.6 mmol) of (8R,9R)-10-acetyl-8-hydroxy-2,3-dimethyl-9-phenyl-7,8,9,10-tetrahydroimidazo[1,2-h][1,7]naphthyridin-7-one is dissolved in 15 ml of methanol and admixed with 40 mg (1.1 mmol) of sodium borohydride in portions with ice cooling. After 10 min, hydrolysis is effected using saturated sodium hydrogencarbonate solution and extraction using dichloromethane. The organic phase is dried over magnesium sulphate and evaporated. The residue is crystallized using diethyl ether. 0.16 g (80%)... The reactants are CCCCCC1CCc2cc(C(N)=O)ccc2C1, Cl, O=S(=O)(Cl)c1ccccc1, c1ccncc1. Yields the product CCCCCC1CCc2cc(C#N)ccc2C1. Reaction SMILES: [CH2:1]([CH2:2][CH2:3][CH2:4][CH3:5])[CH:6]1[CH2:7][c:8]2[cH:9][cH:10][c:11]([C:16](=[O:17])[NH2:18])[cH:12][c:13]2[CH2:14][CH2:15]1.[ClH:29].[c:19]1([S:20]([Cl:21])(=[O:22])=[O:23])[cH:24][cH:25][cH:26][cH:27][cH:28]1.[cH:30]1[cH:31][cH:32][n:33][cH:34][cH:35]1>>[CH2:1]([CH2:2][CH2:3][CH2:4][CH3:5])[CH:6]1[CH2:7][c:8]2[cH:9][cH:10][c:11]([C:16]#[N:18])[cH:12][c:13]2[CH2:14][CH2:15]1. The reactants are CC(C)CO, [H][H], Cc1ccc(C(=O)c2ccc([N+](=O)[O-])cc2)c(C)c1, [Ni]. Yields the product Cc1ccc(C(=O)c2ccc(N)cc2)c(C)c1. As a reaction SMILES: [CH3:23][CH:24]([CH2:25][OH:26])[CH3:27].[H:20][H:21].[N+:1]([O-:2])(=[O:3])[c:4]1[cH:5][cH:6][c:7]([C:8](=[O:9])[c:10]2[c:11]([CH3:17])[cH:12][c:13]([CH3:16])[cH:14][cH:15]2)[cH:18][cH:19]1.[Ni:22]>>[NH2:1][c:4]1[cH:5][cH:6][c:7]([C:8](=[O:9])[c:10]2[c:11]([CH3:17])[cH:12][c:13]([CH3:16])[cH:14][cH:15]2)[cH:18][cH:19]1. Reactants: CC(=O)c1ccc(Br)cc1, Cc1ccccc1, O, OCCO, Cc1ccc(S(=O)(=O)O)cc1. The product is CC1(c2ccc(Br)cc2)OCCO1. Reaction SMILES: [Br:1][c:2]1[cH:3][cH:4][c:5]([C:8]([CH3:9])=[O:10])[cH:6][cH:7]1.[CH3:27][c:28]1[cH:29][cH:30][cH:31][cH:32][cH:33]1.[OH2:26].[OH:11][CH2:12][CH2:13][OH:14].[c:15]1([CH3:16])[cH:17][cH:18][c:19]([S:20]([OH:21])(=[O:22])=[O:23])[cH:24][cH:25]1>>[Br:1][c:2]1[cH:3][cH:4][c:5]([C:8]2([CH3:9])[O:10][CH2:13][CH2:12][O:11]2)[cH:6][cH:7]1. Starting materials: [Si](C)(C)(C(C)(C)C)O[C@@H]1C=2C(=C(C(=NC2CC(C1)(C)C)C(C)C)C(=O)OCC)I ((S)-ethyl 5-(tert-butyldimethylsilyloxy)-4-iodo-2-isopropyl-7,7-dimethyl-5,6,7,8-tetrahydroquinoline-3-carboxylate), O1CCC(=CC1)B1OC(C(O1)(C)C)(C)C (2-(3,6-dihydro-2H-pyran-4-yl)-4,4,5,5-tetramethyl-1,3,2-dioxaborolane). The product is [Si](C)(C)(C(C)(C)C)O[C@@H]1C=2C(=C(C(=NC2CC(C1)(C)C)C(C)C)C(=O)OCC)C=1CCOCC1 ((S)-ethyl 5-(tert-butyldimethylsilyloxy)-4-(3,6-dihydro-2H-pyran-4-yl)-2-isopropyl-7,7-dimethyl-5,6,7,8-tetrahydroquinoline-3-carboxylate). Reaction SMILES: [Si:1]([O:8][C@H:9]1[CH2:18][C:17]([CH3:20])([CH3:19])[CH2:16][C:15]2[N:14]=[C:13]([CH:21]([CH3:23])[CH3:22])[C:12]([C:24]([O:26][CH2:27][CH3:28])=[O:25])=[C:11](I)[C:10]1=2)([C:4]([CH3:7])([CH3:6])[CH3:5])([CH3:3])[CH3:2].[O:30]1[CH2:35][CH:34]=[C:33](B2OC(C)(C)C(C)(C)O2)[CH2:32][CH2:31]1>>[Si:1]([O:8][C@H:9]1[CH2:18][C:17]([CH3:20])([CH3:19])[CH2:16][C:15]2[N:14]=[C:13]([CH:21]([CH3:23])[CH3:22])[C:12]([C:24]([O:26][CH2:27][CH3:28])=[O:25])=[C:11]([C:33]3[CH2:34][CH2:35][O:30][CH2:31][CH:32]=3)[C:10]1=2)([C:4]([CH3:7])([CH3:6])[CH3:5])([CH3:3])[CH3:2]. Procedure: Obtained by starting from (S)-ethyl 5-(tert-butyldimethylsilyloxy)-4-iodo-2-isopropyl-7,7-dimethyl-5,6,7,8-tetrahydroquinoline-3-carboxylate and 2-(3,6-dihydro-2H-pyran-4-yl)-4,4,5,5-tetramethyl-1,3,2-dioxaborolane. The reactants are [Cl-].O[NH3+] (hydroxylammonium chloride), N1=CC=CC=C1 (pyridine), C(C)ON=C(C(C)=O)CC(=C)C (5-methylhex-5-ene-2,3-dione 3-(O-ethyloxime)). Run in O (water), CO (methanol). Yields the product C(C)ON=C(C(C)=NO)CC(=C)C (5-methylhex-5-ene-2,3-dione 3-(O-ethyloxime)-2-oxime). The yield is 81.8%. Reaction SMILES: [Cl-].[OH:2][NH3+:3].N1C=CC=CC=1.[CH2:10]([O:12][N:13]=[C:14]([CH2:18][C:19]([CH3:21])=[CH2:20])[C:15](=O)[CH3:16])[CH3:11]>O.CO>[CH2:10]([O:12][N:13]=[C:14]([CH2:18][C:19]([CH3:21])=[CH2:20])[C:15](=[N:3][OH:2])[CH3:16])[CH3:11] |f:0.1|. Procedure: By the method of Example 4, 211.3 g of hydroxylammonium chloride in 400 ml of water and 240 g of pyridine were reacted with 342.4 g of 5-methylhex-5-ene-2,3-dione 3-(O-ethyloxime) in 800 ml of methanol. This gave 305 g of the title compound as a yellowish solid.